From a dataset of the Open Reaction Database (ORD), a public repository of structured organic reaction records. describe an organic reaction: reactants, conditions, products, and yield Reported procedure: Synthesized as described in Example 1C from 4-[(2,2-dimethylpropyl)(2-hydroxyethyl)amino]-2-(trifluoromethyl)benzonitrile and 4-hydroxyacetophenone: 1H NMR (400 MHz, CDCl3) δ 7.91 (d, J=8.5 Hz, 2H), 7.57 (d, J=8.8 Hz, 1H), 7.11 (app. s, 1H), 6.92 (app. bd, J=8.9 Hz, 1H), 6.86 (d, J=8.5 Hz, 2H), 4.18 (t, J=5.6 Hz, 2H), 3.96 (t, J=5.6 Hz, 2H), 3.41 (s, 2H), 2.55 (s, 3H), 1.02 (s, 9H). The product is C(C)(=O)C1=CC=C(C=C1)OCCN(C1=CC(=C(C#N)C=C1)C(F)(F)F)CC(C)(C)C (4-[{2-[(4-Acetylphenyl)oxy]ethyl}(2,2-dimethylpropyl)amino]-2-(trifluoromethyl)benzonitrile). The reactants are CC(CN(C1=CC(=C(C#N)C=C1)C(F)(F)F)CCO)(C)C (4-[(2,2-dimethylpropyl)(2-hydroxyethyl)amino]-2-(trifluoromethyl)benzonitrile), CC(=O)C=1C=CC(=CC1)O (4-hydroxyacetophenone). As a reaction SMILES: [CH3:1][C:2]([CH3:21])([CH3:20])[CH2:3][N:4]([CH2:17][CH2:18][OH:19])[C:5]1[CH:12]=[CH:11][C:8]([C:9]#[N:10])=[C:7]([C:13]([F:16])([F:15])[F:14])[CH:6]=1.[CH3:22][C:23]([C:25]1[CH:26]=[CH:27][C:28](O)=[CH:29][CH:30]=1)=[O:24]>>[C:23]([C:25]1[CH:26]=[CH:27][C:28]([O:19][CH2:18][CH2:17][N:4]([CH2:3][C:2]([CH3:21])([CH3:20])[CH3:1])[C:5]2[CH:12]=[CH:11][C:8]([C:9]#[N:10])=[C:7]([C:13]([F:14])([F:15])[F:16])[CH:6]=2)=[CH:29][CH:30]=1)(=[O:24])[CH3:22]. Yield: 23.0%. Reactants: CC(C(=O)Cl)(C)C (2,2-dimethylpropionyl chloride), C(C1=CC=CC=C1)NC(=O)C1=C(N=C(S1)N)C (2-amino-4-methylthiazole-5-carboxylic acid benzylamide). Procedure details: Following the procedure as described in Example 2, making variations only as required to use 2,2-dimethylpropionyl chloride in place of benzoyl chloride to react with 2-amino-4-methylthiazole-5-carboxylic acid benzylamide, the title compound was obtained as a white solid in 23% yield; 1H NMR (CDCl3, 300 MHz) δ 8.85 (s, br, 1H), 7.36-7.25 (m, 5H), 5.91 (s, br, 1H), 4.56 (d, J=5.8 Hz, 2H), 2.60 (s, 3H), 1.27 (s, 9H); MS (ES+) m/z 332.0 (M+1). RXN SMILES: [CH3:1][C:2]([CH3:7])([CH3:6])[C:3](Cl)=[O:4].[CH2:8]([NH:15][C:16]([C:18]1[S:22][C:21]([NH2:23])=[N:20][C:19]=1[CH3:24])=[O:17])[C:9]1[CH:14]=[CH:13][CH:12]=[CH:11][CH:10]=1>>[CH2:8]([NH:15][C:16]([C:18]1[S:22][C:21]([NH:23][C:3](=[O:4])[C:2]([CH3:7])([CH3:6])[CH3:1])=[N:20][C:19]=1[CH3:24])=[O:17])[C:9]1[CH:14]=[CH:13][CH:12]=[CH:11][CH:10]=1. Yields the product C(C1=CC=CC=C1)NC(=O)C1=C(N=C(S1)NC(C(C)(C)C)=O)C (2-(2,2-Dimethylpropionylamino)-4-methylthiazole-5-carboxylic Acid Benzylamide). Starting materials: C1CCOC1, COC(=O)C(NC(=O)c1cc2ccc(C(=O)NC3CCC(C(C)(C)C)CC3)cc2c(CC2CCCC2)n1)C(C)(C)C, [Li+], [OH-]. The product is CC(C)(C)C1CCC(NC(=O)c2ccc3cc(C(=O)NC(C(=O)O)C(C)(C)C)nc(CC4CCCC4)c3c2)CC1. Reaction SMILES: [CH2:44]1[O:45][CH2:46][CH2:47][CH2:48]1.[CH3:1][O:2][C:3]([CH:4]([C:5]([CH3:6])([CH3:7])[CH3:8])[NH:9][C:10](=[O:11])[c:12]1[n:13][c:14]([CH2:35][CH:36]2[CH2:37][CH2:38][CH2:39][CH2:40]2)[c:15]2[cH:16][c:17]([C:22]([NH:23][CH:24]3[CH2:25][CH2:26][CH:27]([C:30]([CH3:31])([CH3:32])[CH3:33])[CH2:28][CH2:29]3)=[O:34])[cH:18][cH:19][c:20]2[cH:21]1)=[O:41].[Li+:43].[OH-:42]>>[O:2]=[C:3]([CH:4]([C:5]([CH3:6])([CH3:7])[CH3:8])[NH:9][C:10](=[O:11])[c:12]1[n:13][c:14]([CH2:35][CH:36]2[CH2:37][CH2:38][CH2:39][CH2:40]2)[c:15]2[cH:16][c:17]([C:22]([NH:23][CH:24]3[CH2:25][CH2:26][CH:27]([C:30]([CH3:31])([CH3:32])[CH3:33])[CH2:28][CH2:29]3)=[O:34])[cH:18][cH:19][c:20]2[cH:21]1)[OH:41]. Reported procedure: Beginning with 0.015 gm (0.062 mMol) 5-amino-3-(1-ethyl-1,2,3,6-tetrahydropyridin-4-yl)pyrrolo[3,2-b]pyridine and 0.006 mL (0.068 mMol) cyclopropanecarbonyl chloride, the title compound was prepared essentially by the procedure described in Example 7. Reaction SMILES: [NH2:1][C:2]1[N:7]=[C:6]2[C:8]([C:11]3[CH2:12][CH2:13][N:14]([CH2:17][CH3:18])[CH2:15][CH:16]=3)=[CH:9][NH:10][C:5]2=[CH:4][CH:3]=1.[CH:19]1([C:22](Cl)=[O:23])[CH2:21][CH2:20]1>>[CH:19]1([C:22]([NH:1][C:2]2[N:7]=[C:6]3[C:8]([C:11]4[CH2:12][CH2:13][N:14]([CH2:17][CH3:18])[CH2:15][CH:16]=4)=[CH:9][NH:10][C:5]3=[CH:4][CH:3]=2)=[O:23])[CH2:21][CH2:20]1. Yields the product C1(CC1)C(=O)NC1=CC=C2C(=N1)C(=CN2)C=2CCN(CC2)CC (5-(N-[cyclopropanecarbonyl]amino)-3-(1-ethyl-1,2,3,6-tetrahydropyridin-4-yl)pyrrolo[3,2-b]pyridine). Reactants: NC1=CC=C2C(=N1)C(=CN2)C=2CCN(CC2)CC (5-amino-3-(1-ethyl-1,2,3,6-tetrahydropyridin-4-yl)pyrrolo[3,2-b]pyridine), C1(CC1)C(=O)Cl (cyclopropanecarbonyl chloride). The reactants are C1=CC=CC=2OC3=CC=CC=C3NC12 (phenoxazine), Cl.ClC=1N(CCC1)C1=NCCC1 (2-chloro-1-(1-pyrrolin-2-yl)pyrroline hydrochloride). The product is Cl.N1=C(CCC1)N1C(=CCC1)N1C2=CC=CC=C2OC=2C=CC=CC12 (10-[1-(1-PYRROLIN-2-YL)-2-PYRROLIN-2-YL]PHENOXAZINE HYDROCHLORIDE). As a reaction SMILES: [CH:1]1[C:14]2[NH:13][C:12]3[C:7](=[CH:8][CH:9]=[CH:10][CH:11]=3)[O:6][C:5]=2[CH:4]=[CH:3][CH:2]=1.Cl.[Cl:16][C:17]1[N:18]([C:22]2[CH2:26][CH2:25][CH2:24][N:23]=2)[CH2:19][CH2:20][CH:21]=1>>[ClH:16].[N:23]1[CH2:24][CH2:25][CH2:26][C:22]=1[N:18]1[CH2:19][CH2:20][CH:21]=[C:17]1[N:13]1[C:14]2[CH:1]=[CH:2][CH:3]=[CH:4][C:5]=2[O:6][C:7]2[C:12]1=[CH:11][CH:10]=[CH:9][CH:8]=2 |f:1.2,3.4|. Procedure details: Reaction of phenoxazine with 2-chloro-1-(1-pyrrolin-2-yl)pyrroline hydrochloride according to the procedure of Example 7 affords 10-[1-(1-PYRROLIN-2-YL)-2-PYRROLIN-2-YL]PHENOXAZINE HYDROCHLORIDE, m.p. 257.5°-263° C. (corr.), from ethanol-ether. Starting materials: ClC1=C2C(NC=N1)=NC=C2Cl (4,5-dichloro-1H-pyrrolo[2,3-d]pyrimidine), O (water), C1(=CC=CC=C1)S(=O)(=O)Cl (Phenylsulfonyl chloride), [H-].[Na+] (sodium hydride). Solvent: CN(C)C=O (DMF). Reaction conditions: time 20 minute. Product: ClC=1C2=C(N=CN1)N(C=C2Cl)S(=O)(=O)C2=CC=CC=C2 (4,5-dichloro-7-(phenylsulfonyl)-7H-pyrrolo[2,3-d]pyrimidine). As a reaction SMILES: [Cl:1][C:2]1[N:7]=[CH:6][NH:5][C:4]2=[N:8][CH:9]=[C:10]([Cl:11])[C:3]=12.[H-].[Na+].[C:14]1([S:20](Cl)(=[O:22])=[O:21])[CH:19]=[CH:18][CH:17]=[CH:16][CH:15]=1.O>CN(C=O)C>[Cl:1][C:2]1[C:3]2[C:10]([Cl:11])=[CH:9][N:8]([S:20]([C:14]3[CH:19]=[CH:18][CH:17]=[CH:16][CH:15]=3)(=[O:22])=[O:21])[C:4]=2[N:5]=[CH:6][N:7]=1 |f:1.2|. Procedure: To a solution of 4,5-dichloro-1H-pyrrolo[2,3-d]pyrimidine D39 (1 g) in DMF (20 ml) at 0° C. was added sodium hydride (60% w/w in mineral oil, 255 mg, 6.4 mmol) and the mixture stirred for 20 mins. Phenylsulfonyl chloride (1.31 g, 7.4 mmol) was the added dropwise and the reaction mixture was kept in a cool bath for 15 hours. The mixture was poured into water (40 ml), and the precipitate was filtered, washed with water and Et2O, dried in a vacuum to give the desired product D40 in 1.62 g as an ash... Reactants: FC1=C(C=C(C=C1)F)C1=CC=C(C=C1)C(=O)O (2′,5′-difluoro-biphenyl-4-carboxylic acid), CCN(C(C)C)C(C)C (DIPEA), Cl.NCC(=O)N1CCN(CC1)C(C1=C(C=CC=C1)C(F)(F)F)=O (2-amino-1-[4-(2-trifluoromethyl-benzoyl)-piperazin-1-yl]-ethanone hydrochloride salt), C=1C=CC2=C(C1)N=NN2O (HOBT), CCN=C=NCCCN(C)C (EDCI). Yield: 19.9%. The solvent is O (water), CN(C)C=O (DMF). Procedure details: DIPEA (211 mg, 0.28 mL, 1.6 mmol) was added to a stirred solution of 2-amino-1-[4-(2-trifluoromethyl-benzoyl)-piperazin-1-yl]-ethanone hydrochloride salt (140.5 mg, 0.399 mmol) in DMF (3 mL). HOBT (53.9 mg, 0.39 mmol) and EDCI (139.2 mg, 0.72 mmol) were then added at room temperature. After 2 minutes, 2′,5′-difluoro-biphenyl-4-carboxylic acid (85 mg, 0.36 mmol) (prepared by the method as described above) was added and the resulting mixture was stirred at room temperature overnight. Cold water wa... The product is O=C(CNC(=O)C1=CC=C(C=C1)C1=C(C=CC(=C1)F)F)N1CCN(CC1)C(C1=C(C=CC=C1)C(F)(F)F)=O (2′,5′-difluoro-biphenyl-4-carboxylic acid {2-oxo-2-[4-(2-trifluoromethyl-benzoyl)-piperazin-1-yl]-ethyl}-amide). RXN SMILES: CCN(C(C)C)C(C)C.Cl.[NH2:11][CH2:12][C:13]([N:15]1[CH2:20][CH2:19][N:18]([C:21](=[O:32])[C:22]2[CH:27]=[CH:26][CH:25]=[CH:24][C:23]=2[C:28]([F:31])([F:30])[F:29])[CH2:17][CH2:16]1)=[O:14].C1C=CC2N(O)N=NC=2C=1.CCN=C=NCCCN(C)C.[F:54][C:55]1[CH:60]=[CH:59][C:58]([F:61])=[CH:57][C:56]=1[C:62]1[CH:67]=[CH:66][C:65]([C:68](O)=[O:69])=[CH:64][CH:63]=1>CN(C=O)C.O>[O:14]=[C:13]([N:15]1[CH2:16][CH2:17][N:18]([C:21](=[O:32])[C:22]2[CH:27]=[CH:26][CH:25]=[CH:24][C:23]=2[C:28]([F:31])([F:29])[F:30])[CH2:19][CH2:20]1)[CH2:12][NH:11][C:68]([C:65]1[CH:66]=[CH:67][C:62]([C:56]2[CH:57]=[C:58]([F:61])[CH:59]=[CH:60][C:55]=2[F:54])=[CH:63][CH:64]=1)=[O:69] |f:1.2|. Run at time 2 minute.